From a dataset of the Open Reaction Database (ORD), a public repository of structured organic reaction records. describe an organic reaction: reactants, conditions, products, and yield The reactants are FC1(CCN(CC1)C(C(=O)O)C1=CC=CC=C1)F (2-(4,4-difluoropiperidin-1-yl)-2-phenylacetic acid), N12C[C@@H](C(CC1)CC2)O ((R)-quinuclidin-3-ol), C1CCC(CC1)N=C=NC2CCCCC2 (DCC), C=1C=CC2=C(C1)N=NN2O (HOBT). The solvent is C1CCOC1 (THF). Yields the product FC1(CCN(CC1)C(C(=O)O[C@H]1CN2CCC1CC2)C2=CC=CC=C2)F ((R)-Quinuclidin-3-yl 2-(4,4-difluoropiperidin-1-yl)-2-phenylacetate). The yield is 47.5%. Reaction SMILES: [F:1][C:2]1([F:18])[CH2:7][CH2:6][N:5]([CH:8]([C:12]2[CH:17]=[CH:16][CH:15]=[CH:14][CH:13]=2)[C:9]([OH:11])=[O:10])[CH2:4][CH2:3]1.[N:19]12[CH2:26][CH2:25][CH:22]([CH2:23][CH2:24]1)[C@@H:21](O)[CH2:20]2.C1CCC(N=C=NC2CCCCC2)CC1.C1C=CC2N(O)N=NC=2C=1>C1COCC1>[F:18][C:2]1([F:1])[CH2:3][CH2:4][N:5]([CH:8]([C:12]2[CH:17]=[CH:16][CH:15]=[CH:14][CH:13]=2)[C:9]([O:11][C@@H:21]2[CH:22]3[CH2:25][CH2:26][N:19]([CH2:24][CH2:23]3)[CH2:20]2)=[O:10])[CH2:6][CH2:7]1. Procedure: A mixture of 2-(4,4-difluoropiperidin-1-yl)-2-phenylacetic acid (512 mg, 2.01 mmol), (R)-quinuclidin-3-ol (306 mg, 2.41 mmol), DCC (497 mg, 2.41 mmol) and HOBT (369 mg, 2.41 mmol) in THF (20 ml) was stirred at room temperature over a week-end. THF was evaporated, the crude was taken up with EtOAc and washed twice with 2M K2CO3 and then with brine. The organic phase was dried over Na2SO4, filtered and evaporated to dryness. The crude was purified by flash-chromatography (DCM/MeOH=9/1) to obtain t... Reactants: CSc1ccc(NC(C)c2cccc(-c3cc(C(C)(C)S(C)(=O)=O)cc4cccnc34)c2)cc1, O=S(=O)(Cl)c1ccc(Cl)c(Cl)c1, [Na+], O=C([O-])O, c1ccncc1. Yields the product CSc1ccc(N(C(C)c2cccc(-c3cc(C(C)(C)S(C)(=O)=O)cc4cccnc34)c2)S(=O)(=O)c2ccc(Cl)c(Cl)c2)cc1. Reaction SMILES: [CH3:1][S:2](=[O:3])(=[O:4])[C:5]([CH3:6])([CH3:7])[c:8]1[cH:9][c:10]2[cH:11][cH:12][cH:13][n:14][c:15]2[c:16](-[c:18]2[cH:19][c:20]([CH:24]([CH3:25])[NH:26][c:27]3[cH:28][cH:29][c:30]([S:33][CH3:34])[cH:31][cH:32]3)[cH:21][cH:22][cH:23]2)[cH:17]1.[Cl:35][c:36]1[cH:37][c:38]([S:43](=[O:44])(=[O:45])[Cl:46])[cH:39][cH:40][c:41]1[Cl:42].[Na+:57].[O-:53][C:54]([OH:55])=[O:56].[cH:47]1[cH:48][cH:49][n:50][cH:51][cH:52]1>>[CH3:1][S:2](=[O:3])(=[O:4])[C:5]([CH3:6])([CH3:7])[c:8]1[cH:9][c:10]2[cH:11][cH:12][cH:13][n:14][c:15]2[c:16](-[c:18]2[cH:19][c:20]([CH:24]([CH3:25])[N:26]([c:27]3[cH:28][cH:29][c:30]([S:33][CH3:34])[cH:31][cH:32]3)[S:43]([c:38]3[cH:37][c:36]([Cl:35])[c:41]([Cl:42])[cH:40][cH:39]3)(=[O:44])=[O:45])[cH:21][cH:22][cH:23]2)[cH:17]1. Reactants: CC=1C=C(C=CC1CCCCN)C=1CCC(NN1)=O (6-[3-methyl-4-(4-aminobutyl)phenyl]-4,5-dihydropyridazin-3(2H)-one), C(C1=CN=CC=C1)(=O)O (nicotinic acid). Product: CC=1C=C(C=CC1CCCCNC(=O)C=1C=NC=CC1)C=1CCC(NN1)=O (6-[3-methyl-4-[4-(pyridin-3-ylcarbonylamino)butyl]phenyl]-4,5-dihydropyridazin-3(2H)-one). Reaction SMILES: [CH3:1][C:2]1[CH:3]=[C:4]([C:13]2[CH2:14][CH2:15][C:16](=[O:19])[NH:17][N:18]=2)[CH:5]=[CH:6][C:7]=1[CH2:8][CH2:9][CH2:10][CH2:11][NH2:12].[C:20](O)(=[O:27])[C:21]1[CH:26]=[CH:25][CH:24]=[N:23][CH:22]=1>>[CH3:1][C:2]1[CH:3]=[C:4]([C:13]2[CH2:14][CH2:15][C:16](=[O:19])[NH:17][N:18]=2)[CH:5]=[CH:6][C:7]=1[CH2:8][CH2:9][CH2:10][CH2:11][NH:12][C:20]([C:21]1[CH:22]=[N:23][CH:24]=[CH:25][CH:26]=1)=[O:27]. Procedure details: By treating 6-[3-methyl-4-(4-aminobutyl)phenyl]-4,5-dihydropyridazin-3(2H)-one and nicotinic acid in the same manner as in Example 87, 6-[3-methyl-4-[4-(pyridin-3-ylcarbonylamino)butyl]phenyl]-4,5-dihydropyridazin-3(2H)-one was obtained. Run in C1(=CC=CC=C1)C (toluene). The reactants are S(=O)(Br)Br (thionyl bromide), C(C)OC([C@H]1CN(CCC1)CCO)=O ((R)-1-(2-hydroxyethyl)nipecotic acid ethyl ester), C(C)OCC (diethyl ether). As a reaction SMILES: [CH2:1]([O:3][C:4](=[O:14])[C@@H:5]1[CH2:10][CH2:9][CH2:8][N:7]([CH2:11][CH2:12]O)[CH2:6]1)[CH3:2].S(Br)([Br:17])=O.C(OCC)C>C1(C)C=CC=CC=1>[BrH:17].[CH2:1]([O:3][C:4](=[O:14])[C@@H:5]1[CH2:10][CH2:9][CH2:8][N:7]([CH2:11][CH2:12][Br:17])[CH2:6]1)[CH3:2] |f:4.5|. The yield is 131.7%. Procedure: A sample of the above alcohol (140 g, 0.70 mole) was dissolved in toluene (400 ml) and thionyl bromide (80 ml, 0.77 mole) was introduced with vigorous stirring. After 1.5 h the exotherm reaction had subsided and diethyl ether (400 ml) was added. The resultant precipitate was collected by filtration and washed with diethyl ether. The solid was triturated with ethyl acetate, again collected on a filter and dried to provide (R)-1-(2-bromoethyl)nipecotic acid ethyl ester hydrobromide (175 g, 73%) as... Yields the product Br.C(C)OC([C@H]1CN(CCC1)CCBr)=O ((R)-1-(2-bromoethyl)nipecotic acid ethyl ester hydrobromide). The reactants are NC1=NNC(=N1)C (3-Amino-5-methyl-1H-s-triazole), O=C(C(=O)OC)CC(=O)OC (dimethyl 2-oxo-succinate). The solvent is C(C)(=O)O (acetic acid). The product is OC1=CC(=NC=2N1N=C(N2)C)C(=O)OC (methyl 7-hydroxy-2-methyl-s-triazolo[1,5-a]pyrimidine-5-carboxylate). Yield: 30.7%. As a reaction SMILES: [NH2:1][C:2]1[N:6]=[C:5]([CH3:7])[NH:4][N:3]=1.O=[C:9]([CH2:14][C:15](OC)=[O:16])[C:10]([O:12][CH3:13])=[O:11]>C(O)(=O)C>[OH:16][C:15]1[N:3]2[N:4]=[C:5]([CH3:7])[N:6]=[C:2]2[N:1]=[C:9]([C:10]([O:12][CH3:13])=[O:11])[CH:14]=1. Procedure details: 3-Amino-5-methyl-1H-s-triazole (112 mg) and 320 mg of dimethyl 2-oxo-succinate are dissolved in 5 ml of glacial acetic acid. After boiling under reflux for 22 hours the solvent is distilled off in a vacuum. The residue is suspended in warm methanol. After cooling the product is filtered off and washed several times with methanol. After drying in a high vacuum there are obtained 73 mg of methyl 7-hydroxy-2-methyl-s-triazolo[1,5-a]pyrimidine-5-carboxylate as a beige powder, m.p.>220° C. The reactants are O (water), [N+](=O)([O-])C1=CC=CC=2C(C3=CC=CC=C3C(C12)=O)=O (1-nitroanthraquinone), [S-2].[K+].[K+] (potassium sulphide), [N+](=O)([O-])C1=CC=CC=2C(C3=CC=CC=C3C(C12)=O)=O (1-nitroanthraquinone), 1-aminoanthraquinones, NC1=CC=CC=2C(C3=CC=CC=C3C(C12)=O)=O (1-aminoanthraquinone). Yields the product NC1=CC=CC=2C(C3=CC=CC=C3C(C12)=O)=O (1-aminoanthraquinone), OC1=C(C=CC=2C(C3=CC=CC=C3C(C12)=O)=O)N (1-hydroxy-aminoanthraquinone), [N+](=O)([O-])C1=CC=CC=2C(C3=CC=CC=C3C(C12)=O)=O (1-nitroanthraquinone). As a reaction SMILES: [N+:1]([C:4]1[C:17]2[C:16](=[O:18])[C:15]3[C:10](=[CH:11][CH:12]=[CH:13][CH:14]=3)[C:9](=[O:19])[C:8]=2[CH:7]=[CH:6][CH:5]=1)([O-:3])=[O:2].N[C:21]1[C:34]2[C:33](=[O:35])[C:32]3[C:27](=[CH:28][CH:29]=[CH:30][CH:31]=3)[C:26](=[O:36])[C:25]=2[CH:24]=[CH:23][CH:22]=1.[S-2].[K+].[K+].[OH2:40]>>[NH2:1][C:4]1[C:17]2[C:16](=[O:18])[C:15]3[C:10](=[CH:11][CH:12]=[CH:13][CH:14]=3)[C:9](=[O:19])[C:8]=2[CH:7]=[CH:6][CH:5]=1.[OH:40][C:21]1[C:34]2[C:33](=[O:35])[C:32]3[C:27](=[CH:28][CH:29]=[CH:30][CH:31]=3)[C:26](=[O:36])[C:25]=2[CH:24]=[CH:23][C:22]=1[NH2:1].[N+:1]([C:4]1[C:17]2[C:16](=[O:18])[C:15]3[C:10](=[CH:11][CH:12]=[CH:13][CH:14]=3)[C:9](=[O:19])[C:8]=2[CH:7]=[CH:6][CH:5]=1)([O-:3])=[O:2] |f:2.3.4|. Procedure: The manufacture of 1-aminoanthraquinones by the reduction of 1-nitroanthraquinone has already been described. Beisler, Jones, Am. Soc. 44, 2304, were able to reduce 1-nitroanthraquinone to 1-aminoanthraquinone by treatment with potassium sulphide in boiling water. On the other hand, 1-aminoanthraquinone and 1-hydroxy-aminoanthraquinone result side by side in the reduction of 1-nitroanthraquinone dissolved in benzene with NaHS in an aqueous calcium chloride solution (Haworth, Lapworth, Soc. 119, ... Starting materials: FC=1C(=NC(=NC1)OCC1=CC=C(C=C1)F)NCO ([5-fluoro-2-(4-fluorobenzyloxy)pyrimidin-4-ylamino]methanol), CC(C(=O)Cl)(C)C (trimethylacetyl chloride). The solvent is N1=CC=CC=C1 (pyridine). Conditions: temperature 60 celsius, time 4 hour. The product is FC=1C(=NC(=NC1)OCC1=CC=C(C=C1)F)NCOC(C(C)(C)C)=O (2,2-Dimethylpropionic acid[5-fluoro-2-(4-fluorobenzyloxy)pyrimidin-4-ylamino]methyl Ester). The yield is 60.0%. As a reaction SMILES: [F:1][C:2]1[C:3]([NH:17][CH2:18][OH:19])=[N:4][C:5]([O:8][CH2:9][C:10]2[CH:15]=[CH:14][C:13]([F:16])=[CH:12][CH:11]=2)=[N:6][CH:7]=1.[CH3:20][C:21]([CH3:26])([CH3:25])[C:22](Cl)=[O:23]>N1C=CC=CC=1>[F:1][C:2]1[C:3]([NH:17][CH2:18][O:19][C:22](=[O:23])[C:21]([CH3:26])([CH3:25])[CH3:20])=[N:4][C:5]([O:8][CH2:9][C:10]2[CH:11]=[CH:12][C:13]([F:16])=[CH:14][CH:15]=2)=[N:6][CH:7]=1. Procedure: To a mixture of [5-fluoro-2-(4-fluorobenzyloxy)pyrimidin-4-ylamino]methanol (0.10 g, 0.37 mmol) in pyridine (2 mL) was added trimethylacetyl chloride (0.048 g, 0.40 mmol), and the mixture was agitated on an orbital shaker at 60° C. for 4 h. The reaction mixture was cooled, evaporated to dryness, and partitioned between EtOAc and water. The organic layer was dried over Na2SO4, filtered, and evaporated to yield the title compound (0.078 g, 60% yield) as a white solid: mp 134-135° C.; 1H NMR (300 M... The reactants are [OH-].[Na+] (sodium hydroxide), C(=O)C1=C(C=2C(CCC(C2C=C1C)(C)C)(C)C)O (2-formyl-1-hydroxy-3,5,5,8,8-pentamethyl-5,6,7,8-tetrahydronaphthalene), S(=O)(=O)(OC)OC (dimethyl sulfate). Reagents/catalysts: CCCCCCCC[N+](C)(CCCCCCCC)CCCCCCCC.[Cl-] (Adogen 464). The solvent is O (water), C(Cl)Cl (methylene dichloride). Reaction conditions: time 4 hour. Yields the product C(=O)C1=C(C=2C(CCC(C2C=C1C)(C)C)(C)C)OC (2-formyl-1-methoxy-3,5,5,8,8-pentamethyl-5,6,7,8-tetrahydronaphthalene). Isolated yield 78.7%. As a reaction SMILES: [OH-].[Na+].[CH:3]([C:5]1[C:14]([CH3:15])=[CH:13][C:12]2[C:11]([CH3:17])([CH3:16])[CH2:10][CH2:9][C:8]([CH3:19])([CH3:18])[C:7]=2[C:6]=1[OH:20])=[O:4].S(OC)(O[CH3:25])(=O)=O>O.CCCCCCCC[N+](CCCCCCCC)(CCCCCCCC)C.[Cl-].C(Cl)Cl>[CH:3]([C:5]1[C:14]([CH3:15])=[CH:13][C:12]2[C:11]([CH3:16])([CH3:17])[CH2:10][CH2:9][C:8]([CH3:19])([CH3:18])[C:7]=2[C:6]=1[O:20][CH3:25])=[O:4] |f:0.1,5.6|. Procedure details: Methylation. A solution of sodium hydroxide (0.98 g, 0.0244 mol) in water (24 mL) was added in one portion to a solution of 2-formyl-1-hydroxy-3,5,5,8,8-pentamethyl-5,6,7,8-tetrahydronaphthalene (3 g, 0.0122 mol), dimethyl sulfate (3.07 g, 0.0244 mol) and Adogen 464* (0.56 g) in methylene dichloride (48 mL). The mixture was stirred vigorously at 38°-40° C. for 4 h. After cooling, the organic layer was separated, washed with brine (3×20 mL) and dried (Na2SO4). The solvent was removed by distillat... The reactants are CC(=O)O[BH-](OC(C)=O)OC(C)=O, CCOC(=O)C1=C(NC(C)C)CCC1, CC(=O)O, [Na+]. The product is CCOC(=O)C1CCCC1NC(C)C. As a reaction SMILES: [C:15]([O:16][BH-:17]([O:18][C:19](=[O:20])[CH3:21])[O:22][C:23](=[O:24])[CH3:25])(=[O:26])[CH3:27].[CH2:1]([CH3:2])[O:3][C:4](=[O:5])[C:6]1=[C:7]([NH:11][CH:12]([CH3:13])[CH3:14])[CH2:8][CH2:9][CH2:10]1.[CH3:29][C:30](=[O:31])[OH:32].[Na+:28]>>[CH2:1]([CH3:2])[O:3][C:4](=[O:5])[CH:6]1[CH:7]([NH:11][CH:12]([CH3:13])[CH3:14])[CH2:8][CH2:9][CH2:10]1. Product: NC1=NC2=CC=CC(=C2C=C1)[N+](=O)[O-] (2-Amino-5-nitroquinoline). Run in [Na+].[Cl-] (NaCl). RXN SMILES: Cl[C:2]1[CH:11]=[CH:10][C:9]2[C:4](=[CH:5][CH:6]=[CH:7][C:8]=2[N+:12]([O-:14])=[O:13])[N:3]=1.O.[NH3:16].C1COCC1>[Na+].[Cl-]>[NH2:16][C:2]1[CH:11]=[CH:10][C:9]2[C:4](=[CH:5][CH:6]=[CH:7][C:8]=2[N+:12]([O-:14])=[O:13])[N:3]=1 |f:1.2,4.5|. Procedure: 450 mg (2.2 mmol) of 2-chloro-5-nitroquinoline, 10 ml of 25% ammonia water and 10 ml of THF are stirred in a pressure vessel for 8 hours at 120° C. The batch is diluted with NaCl solution and extracted with ethyl acetate. The combined organic phases are dried (Na2SO4) and concentrated by evaporation: 370 mg of product. The reactants are ClC1=NC2=CC=CC(=C2C=C1)[N+](=O)[O-] (2-chloro-5-nitroquinoline), O.N (ammonia water), C1CCOC1 (THF).